Dataset: the Open Reaction Database (ORD), a public repository of structured organic reaction records. Task: describe an organic reaction: reactants, conditions, products, and yield Starting materials: C1(=CC(=CC=C1)C(=O)N)C (m-toluamide), N(=[N+]=[N-])[C@@H](C)C=1C=NC=C(C1)Br (3-[(1S)-1-azidoethyl]-5-bromopyridine), CN(CCN)C (N,N-dimethylethylene diamine), C([O-])([O-])=O.[K+].[K+] (potassium carbonate). Reagents/catalysts: [Cu]I (copper (I) iodide). Run in O1CCOCC1 (dioxane), C(C)(=O)OCC (ethyl acetate). Run at temperature 110 celsius, time 30 minute. The product is N(=[N+]=[N-])[C@@H](C)C=1C=C(C=NC1)NC(C1=CC(=CC=C1)C)=O (N-{5-[(1S)-1-azidoethyl]pyridin-3-yl}-3-methylbenzamide). The yield is 28.4%. Reaction SMILES: [C:1]1([CH3:10])[CH:6]=[CH:5][CH:4]=[C:3]([C:7]([NH2:9])=[O:8])[CH:2]=1.[N:11]([C@H:14]([C:16]1[CH:17]=[N:18][CH:19]=[C:20](Br)[CH:21]=1)[CH3:15])=[N+:12]=[N-:13].CN(C)CCN.C(=O)([O-])[O-].[K+].[K+]>O1CCOCC1.C(OCC)(=O)C.[Cu]I>[N:11]([C@H:14]([C:16]1[CH:21]=[C:20]([NH:9][C:7](=[O:8])[C:3]2[CH:4]=[CH:5][CH:6]=[C:1]([CH3:10])[CH:2]=2)[CH:19]=[N:18][CH:17]=1)[CH3:15])=[N+:12]=[N-:13] |f:3.4.5|. Procedure details: To a solution of (1R)-1-(5-bromopyridin-3-yl)ethanol (10 mmol) in tetrahydrofuran (40 mL), cooled to 0° C., was added diphenylphosphoryl azide (4.3 mL, 20 mmol) in one portion followed by 1,8-diazabicyclo[5.4.0]undec-7-ene (3 mL, 20 mmol) dropwise over 30 minutes. After this time the reaction mixture was allowed to warm slowly to room temperature and was stirred overnight. The mixture was diluted with ethyl acetate (50 mL) and water (50 mL), the two phases separated and the aqueous phase extract...